From a dataset of the Open Reaction Database (ORD), a public repository of structured organic reaction records. describe an organic reaction: reactants, conditions, products, and yield Reaction conditions: time 15 minute. The solvent is C1(=CC=CC=C1)C (toluene). Yields the product dimethyl acetal, C(CC)NC(C=O)COC (2-propylamino-3-methoxypropionaldehyde). The reactants are dimethyl acetal, ClC(C=O)COC (2-chloro-3-methoxypropionaldehyde), C(CC)N (Propylamine). Procedure: The dimethyl acetal of 2-chloro-3-methoxypropionaldehyde (0.1 mole) and toluene (75 ml) are charged into a glass reaction vessel equipped with a mechanical stirrer, thermometer and reflux condenser. Propylamine (0.22 mole) is added to the reaction mixture with stirring at room temperature. Stirring is continued for a period of about 15 minutes. After this time the reaction mixture is heated at reflux for a period of about 1 hour. The reaction mixture is then cooled to room temperature and filter... As a reaction SMILES: Cl[CH:2]([CH2:5][O:6][CH3:7])[CH:3]=[O:4].[CH2:8]([NH2:11])[CH2:9][CH3:10]>C1(C)C=CC=CC=1>[CH2:8]([NH:11][CH:2]([CH2:5][O:6][CH3:7])[CH:3]=[O:4])[CH2:9][CH3:10]. The reactants are C(CCCC)NC=1N=CNC1C(=N)SC (methyl 4-(pentylamino)-1H-imidazole-5-carbimidothioate), C(=O)NN (formic hydrazide). The solvent is C(C)O (ethanol). Product: C(CCCC)NC=1N=CNC1C1=NC=NN1 (N-Pentyl-5-(1H-1,2,4-triazol-5-yl)-1H-imidazol-4-amine), viscose. As a reaction SMILES: [CH2:1]([NH:6][C:7]1[N:8]=[CH:9][NH:10][C:11]=1[C:12](SC)=[NH:13])[CH2:2][CH2:3][CH2:4][CH3:5].[CH:16]([NH:18][NH2:19])=O>C(O)C>[CH2:1]([NH:6][C:7]1[N:8]=[CH:9][NH:10][C:11]=1[C:12]1[NH:19][N:18]=[CH:16][N:13]=1)[CH2:2][CH2:3][CH2:4][CH3:5]. Reported procedure: A mixture of methyl 4-(pentylamino)-1H-imidazole-5-carbimidothioate (0.53 g, 2.4 mmol) and formic hydrazide (0.21 g, 3.5 mmol) in ethanol (10 mL) was refluxed overnight. The reaction mixture was concentrated under reduced pressure to yield the desired product as a slightly green viscose oil. LCMS calculated for C10H17N6(M+H): 221.2. found: 221.1.